Dataset: the Open Reaction Database (ORD), a public repository of structured organic reaction records. Task: describe an organic reaction: reactants, conditions, products, and yield The reactants are C(C)OC(=O)[C@H]1N(CC=C(C1)C1=CC=C(C=C1)OC)C1=CC=C(C=C1)OC ((S)-1,4-bis-(4-methoxy-phenyl)-1,2,3,6-tetrahydro-pyridine-2-carboxylic acid ethyl ester), solution, B.O1CCCC1 (borane tetrahydrofuran). Solvent: O1CCCC1 (tetrahydrofuran). Reaction conditions: temperature 40 celsius. The product is C(C)OC(=O)[C@H]1N(C[C@@H]([C@H](C1)C1=CC=C(C=C1)OC)O)C1=CC=C(C=C1)OC ((2S,4R,5R)-5-Hydroxy-1,4-bis(4-methoxy-phenyl)piperidine-2-carboxylic acid ethyl ester). Reaction SMILES: [CH2:1]([O:3][C:4]([C@@H:6]1[CH2:11][C:10]([C:12]2[CH:17]=[CH:16][C:15]([O:18][CH3:19])=[CH:14][CH:13]=2)=[CH:9][CH2:8][N:7]1[C:20]1[CH:25]=[CH:24][C:23]([O:26][CH3:27])=[CH:22][CH:21]=1)=[O:5])[CH3:2].B.[O:29]1CCCC1>O1CCCC1>[CH2:1]([O:3][C:4]([C@@H:6]1[CH2:11][C@H:10]([C:12]2[CH:17]=[CH:16][C:15]([O:18][CH3:19])=[CH:14][CH:13]=2)[C@@H:9]([OH:29])[CH2:8][N:7]1[C:20]1[CH:21]=[CH:22][C:23]([O:26][CH3:27])=[CH:24][CH:25]=1)=[O:5])[CH3:2] |f:1.2|. Procedure: To a stirred solution of 19.5 g of (S)-1,4-bis-(4-methoxy-phenyl)-1,2,3,6-tetrahydro-pyridine-2-carboxylic acid ethyl ester in 400 ml of tetrahydrofuran are added 56 ml of a solution of borane-tetrahydrofuran (1M) at room temperature. The reaction mixture is heated to 40° C. for 2-6 hours, cooled to room temperature, and quenched by the addition of 50 ml of 2N sodium hydroxide solution and 100 ml of 30% hydrogen peroxide solution. The organic phase is separated, dried over sodium sulfate and con... Starting materials: [Li]CCCC, CSc1nn2ccccc2c1NC(=O)OC(C)(C)C, [Cl-], ICCI, [NH4+], C1CCOC1. The product is CSc1nn2c(I)cccc2c1NC(=O)OC(C)(C)C. Reaction SMILES: [CH2:20]([Li:21])[CH2:22][CH2:23][CH3:24].[CH3:1][S:2][c:3]1[n:4][n:5]2[c:6]([cH:7][cH:8][cH:9][cH:10]2)[c:11]1[NH:12][C:13]([O:14][C:15]([CH3:16])([CH3:17])[CH3:18])=[O:19].[Cl-:29].[I:25][CH2:26][CH2:27][I:28].[NH4+:30].[O:31]1[CH2:32][CH2:33][CH2:34][CH2:35]1>>[CH3:1][S:2][c:3]1[n:4][n:5]2[c:6]([cH:7][cH:8][cH:9][c:10]2[I:25])[c:11]1[NH:12][C:13]([O:14][C:15]([CH3:16])([CH3:17])[CH3:18])=[O:19]. RXN SMILES: [C:1]([O:2][C:3](=[O:4])[NH:8][CH:9]1[CH2:10][O:11][c:12]2[c:13]([cH:34][cH:35][cH:36][cH:37]2)-[c:14]2[n:15]([c:17]3[cH:18][c:19]([C:30](=[O:31])[O:32][CH3:33])[cH:20][cH:21][c:22]3[c:23]2[CH:24]2[CH2:25][CH2:26][CH2:27][CH2:28][CH2:29]2)[CH2:16]1)([CH3:5])([CH3:6])[CH3:7].[Cl:50][CH2:51][Cl:52].[F:38][C:39]([F:40])([F:41])[C:42]([OH:43])=[O:44].[Na+:49].[O-:45][C:46]([OH:47])=[O:48]>>[NH2:8][CH:9]1[CH2:10][O:11][c:12]2[c:13]([cH:34][cH:35][cH:36][cH:37]2)-[c:14]2[n:15]([c:17]3[cH:18][c:19]([C:30](=[O:31])[O:32][CH3:33])[cH:20][cH:21][c:22]3[c:23]2[CH:24]2[CH2:25][CH2:26][CH2:27][CH2:28][CH2:29]2)[CH2:16]1. Reactants: COC(=O)c1ccc2c(C3CCCCC3)c3n(c2c1)CC(NC(=O)OC(C)(C)C)COc1ccccc1-3, ClCCl, O=C(O)C(F)(F)F, [Na+], O=C([O-])O. Yields the product COC(=O)c1ccc2c(C3CCCCC3)c3n(c2c1)CC(N)COc1ccccc1-3.